From a dataset of the Open Reaction Database (ORD), a public repository of structured organic reaction records. describe an organic reaction: reactants, conditions, products, and yield Starting materials: C(C)OC([C@H](CC1=CC=C(C=C1)OCC(=O)O)OC)=O ((2S)-3-(4-carboxymethoxy-phenyl)-2-methoxy-propionic acid ethyl ester), CC(CCC)N (1-methyl-butylamine), C(C)O[C@H](C(=O)O)CC1=CC=C(C=C1)O[C@H](C)C(NCCC1=CC=C(C=C1)OC1=CC=CC=C1)=O ((2S,1R)-2-ethoxy-3-(4-{1-[2-(4-phenoxy-phenyl)-ethylcarbamoyl]-ethoxy}-phenyl)-propionic acid). Product: CO[C@H](C(=O)O)CC1=CC=C(C=C1)OCC(NC(CCC)C)=O ((2S)-2-methoxy-3-{4-[(1-methyl-butylcarbamoyl)-methoxy]-phenyl}-propionic acid). As a reaction SMILES: C([O:3][C:4](=[O:20])[C@@H:5]([O:18][CH3:19])[CH2:6][C:7]1[CH:12]=[CH:11][C:10]([O:13][CH2:14][C:15]([OH:17])=O)=[CH:9][CH:8]=1)C.[CH3:21][CH:22]([NH2:26])[CH2:23][CH2:24][CH3:25].C(O[C@@H](CC1C=CC(O[C@@H](C(=O)NCCC2C=CC(OC3C=CC=CC=3)=CC=2)C)=CC=1)C(O)=O)C>>[CH3:19][O:18][C@@H:5]([CH2:6][C:7]1[CH:8]=[CH:9][C:10]([O:13][CH2:14][C:15](=[O:17])[NH:26][CH:22]([CH3:21])[CH2:23][CH2:24][CH3:25])=[CH:11][CH:12]=1)[C:4]([OH:3])=[O:20]. Reported procedure: The title compound was prepared from (2S)-3-(4-carboxymethoxy-phenyl)-2-methoxy-propionic acid ethyl ester (PREPARATION 3, step 2) and 1-methyl-butylamine via the same procedure used for the preparation of (2S,1R)-2-ethoxy-3-(4-{1-[2-(4-phenoxy-phenyl)-ethylcarbamoyl]-ethoxy}-phenyl)-propionic acid (Example 1, step 3) to produce a colorless oil. MS (ES) for C17H25NO5 [M−H]−: 322. RXN SMILES: [ClH:1].Cl.[C:3]([N:6]1[CH2:11][CH2:10][CH:9]([O:12][C:13]2[CH:18]=[CH:17][C:16]([N:19]([CH2:27][C:28]3[CH:37]=[CH:36][C:35]4[C:30](=[CH:31][C:32]([C:38](=[NH:40])[NH2:39])=[CH:33][CH:34]=4)[CH:29]=3)[C:20](=[O:26])[C:21]([O:23]CC)=[O:22])=[CH:15][CH:14]=2)[CH2:8][CH2:7]1)(=[NH:5])[CH3:4]>Cl>[ClH:1].[ClH:1].[C:3]([N:6]1[CH2:7][CH2:8][CH:9]([O:12][C:13]2[CH:18]=[CH:17][C:16]([N:19]([CH2:27][C:28]3[CH:37]=[CH:36][C:35]4[C:30](=[CH:31][C:32]([C:38](=[NH:39])[NH2:40])=[CH:33][CH:34]=4)[CH:29]=3)[C:20](=[O:26])[C:21]([OH:23])=[O:22])=[CH:15][CH:14]=2)[CH2:10][CH2:11]1)(=[NH:5])[CH3:4] |f:0.1.2,4.5.6|. Solvent: Cl (hydrochloric acid). Product: Cl.Cl.C(C)(=N)N1CCC(CC1)OC1=CC=C(C=C1)N(C(C(=O)O)=O)CC1=CC2=CC(=CC=C2C=C1)C(N)=N (N-[4-[(1-acetoimidoyl-4-piperidyl)oxy]phenyl]-N-[(7-amidino-2-naphthyl)methyl]oxamic acid dihydrochloride). Yield: 48.3%. Starting materials: Cl.Cl.C(C)(=N)N1CCC(CC1)OC1=CC=C(C=C1)N(C(C(=O)OCC)=O)CC1=CC2=CC(=CC=C2C=C1)C(N)=N (ethyl N-[4-[(1-acetoimidoyl-4-piperidyl)oxy]phenyl]-N-[(7-amidino-2-naphthyl)methyl]oxamate dihydrochloride). Procedure details: Ethyl N-[4-[(1-acetoimidoyl-4-piperidyl)oxy]phenyl]-N-[(7-amidino-2-naphthyl)methyl]oxamate obtained in Example 23 (100 mg) was dissolved in 20 ml of concentrated hydrochloric acid and the solution was allowed to stand at 5° C. for 9 days. The reaction solution was evaporated, and the resulting residue was purified by an ODS (YMC-GEL ODS-A 120-230/70) column chromatography using methanol:water (3:97) as the eluent, followed by addition of a small amount of 1N hydrochloric acid and freeze-drying ... Reaction conditions: time 9 day. Starting materials: C=CC(=O)NC, CC1=C2CCNCC2c2ccccc21, Cl. The product is CNC(=O)CCN1CCC2=C(C)c3ccccc3C2C1. Reaction SMILES: [C:15]([CH:16]=[CH2:17])(=[O:18])[NH:19][CH3:20].[CH3:1][C:2]1=[C:14]2[CH:9]([c:8]3[c:3]1[cH:4][cH:5][cH:6][cH:7]3)[CH2:10][NH:11][CH2:12][CH2:13]2.[ClH:21]>>[CH3:1][C:2]1=[C:14]2[CH:9]([c:8]3[c:3]1[cH:4][cH:5][cH:6][cH:7]3)[CH2:10][N:11]([CH2:17][CH2:16][C:15](=[O:18])[NH:19][CH3:20])[CH2:12][CH2:13]2. The reactants are C[Si](CCOCN(C1=CC(=NC=2N1N=CC2C=2C=NC(=CC2)C2=CC=CC=C2)CC2CCC(CC2)C(=O)OCC)COCC[Si](C)(C)C)(C)C (ethyl 4-((7-(bis((2-(trimethylsilyl)ethoxy)methyl)amino)-3-(6-phenylpyridin-3-yl)pyrazolo[1,5-a]pyrimidin-5-yl)methyl)cyclohexanecarboxylate), BrN1C(CCC1=O)=O (N-bromosuccinimide). Run in C(C)#N (acetonitrile). Run at time 18 hour. Yields the product C[Si](CCOCN(C1=C(C(=NC=2N1N=CC2C=2C=NC(=CC2)C2=CC=CC=C2)CC2CCC(CC2)C(=O)OCC)Br)COCC[Si](C)(C)C)(C)C (ethyl 4-((7-(bis((2-(trimethylsilyl)ethoxy)methyl)amino)-6-bromo-3-(6-phenylpyridin-3-yl)pyrazolo[1,5-a]pyrimidin-5-yl)methyl)cyclohexanecarboxylate). Reaction SMILES: [CH3:1][Si:2]([CH3:50])([CH3:49])[CH2:3][CH2:4][O:5][CH2:6][N:7]([CH2:41][O:42][CH2:43][CH2:44][Si:45]([CH3:48])([CH3:47])[CH3:46])[C:8]1[N:13]2[N:14]=[CH:15][C:16]([C:17]3[CH:18]=[N:19][C:20]([C:23]4[CH:28]=[CH:27][CH:26]=[CH:25][CH:24]=4)=[CH:21][CH:22]=3)=[C:12]2[N:11]=[C:10]([CH2:29][CH:30]2[CH2:35][CH2:34][CH:33]([C:36]([O:38][CH2:39][CH3:40])=[O:37])[CH2:32][CH2:31]2)[CH:9]=1.[Br:51]N1C(=O)CCC1=O>C(#N)C>[CH3:46][Si:45]([CH3:48])([CH3:47])[CH2:44][CH2:43][O:42][CH2:41][N:7]([CH2:6][O:5][CH2:4][CH2:3][Si:2]([CH3:1])([CH3:49])[CH3:50])[C:8]1[N:13]2[N:14]=[CH:15][C:16]([C:17]3[CH:18]=[N:19][C:20]([C:23]4[CH:28]=[CH:27][CH:26]=[CH:25][CH:24]=4)=[CH:21][CH:22]=3)=[C:12]2[N:11]=[C:10]([CH2:29][CH:30]2[CH2:35][CH2:34][CH:33]([C:36]([O:38][CH2:39][CH3:40])=[O:37])[CH2:32][CH2:31]2)[C:9]=1[Br:51]. Procedure details: To a 20 mL scintillation vial was charged ethyl 4-((7-(bis((2-(trimethylsilyl)ethoxy)methyl)amino)-3-(6-phenylpyridin-3-yl)pyrazolo[1,5-a]pyrimidin-5-yl)methyl)cyclohexanecarboxylate (Int-4l, 265 mg, 0.37 mmol) and N-bromosuccinimide (80 mg, 0.45 mmol). To this was added acetonitrile (5 mL). The resulting solution was stirred at room temperature for 18 hours. At 18 hours, the reaction was reduced in vacuo and the residue was purified via silica gel chromatography to yield the title compound as y... The reactants are BrCC1=C(C=C(C=C1)[N+](=O)[O-])S(=O)(=O)OCC(C)(C)C (2-Bromomethyl-5-nitro-benzenesulfonic Acid, 2,2-Dimethylpropyl Ester), C(C)OP(OCC)OCC (triethylphosphite). Solvent: CC=1C=CC=CC1C (o-xylene), C(C)(=O)OCC (ethyl acetate). Product: C(C)OP(=O)(OCC)CC1=C(C=C(C=C1)[N+](=O)[O-])S(=O)(=O)OCC(C)(C)C (2-(Diethoxyphosphorylmethyl)-5-nitro-benzenesulfonic Acid, 2,2-Dimethylpropyl Ester). The yield is 58.0%. RXN SMILES: Br[CH2:2][C:3]1[CH:8]=[CH:7][C:6]([N+:9]([O-:11])=[O:10])=[CH:5][C:4]=1[S:12]([O:15][CH2:16][C:17]([CH3:20])([CH3:19])[CH3:18])(=[O:14])=[O:13].[CH2:21]([O:23][P:24]([O:28]CC)[O:25][CH2:26][CH3:27])[CH3:22]>CC1C=CC=CC=1C.C(OCC)(=O)C>[CH2:21]([O:23][P:24]([CH2:2][C:3]1[CH:8]=[CH:7][C:6]([N+:9]([O-:11])=[O:10])=[CH:5][C:4]=1[S:12]([O:15][CH2:16][C:17]([CH3:20])([CH3:19])[CH3:18])(=[O:14])=[O:13])([O:25][CH2:26][CH3:27])=[O:28])[CH3:22]. Procedure details: 2-Bromomethyl-5-nitro-benzenesulfonic acid, 2,2-dimethylpropyl ester (Example 44, 2.0 g, 5.46 mmol) was dissolved in 100 mnL of anhydrous o-xylene. To this solution was added triethylphosphite (3.75 mL, 21.84 mmol). A water cooled condenser was attached and the material was heated to exactly 100° C. After six hours the mixture was cooled to room temperature then diluted with with ethyl acetate (400 mL) and washed with brine (2×). After drying over MgSO4 the organic layer was concentrated on a ro...